The task is: describe an organic reaction: reactants, conditions, products, and yield. This data is from the Open Reaction Database (ORD), a public repository of structured organic reaction records. As a reaction SMILES: [ClH:27].[F:1][c:2]1[c:3]([O:4][c:5]2[cH:6][c:7]3[c:8]([cH:9][n:10]2)[cH:11][n:12][n:13]3[C:14](=[O:15])[CH3:16])[cH:17][cH:18][c:19]([F:21])[cH:20]1.[Na+:26].[O-:22][C:23]([OH:24])=[O:25]>>[F:1][c:2]1[c:3]([O:4][c:5]2[cH:6][c:7]3[c:8]([cH:9][n:10]2)[cH:11][n:12][nH:13]3)[cH:17][cH:18][c:19]([F:21])[cH:20]1. Yields the product Fc1ccc(Oc2cc3[nH]ncc3cn2)c(F)c1. Reactants: Cl, CC(=O)n1ncc2cnc(Oc3ccc(F)cc3F)cc21, [Na+], O=C([O-])O. Starting materials: CO, Nc1ccc(-n2cc(C(F)(F)F)cn2)nc1, COC(=O)c1ccc(C(=O)C2CCOCC2)cc1. The product is COC(=O)c1ccc(C(Nc2ccc(-n3cc(C(F)(F)F)cn3)nc2)C2CCOCC2)cc1. As a reaction SMILES: [CH3:35][OH:36].[F:19][C:20]([c:21]1[cH:22][n:23][n:24](-[c:26]2[cH:27][cH:28][c:29]([NH2:32])[cH:30][n:31]2)[cH:25]1)([F:33])[F:34].[O:1]1[CH2:2][CH2:3][CH:4]([C:7](=[O:8])[c:9]2[cH:10][cH:11][c:12]([C:13](=[O:14])[O:15][CH3:16])[cH:17][cH:18]2)[CH2:5][CH2:6]1>>[O:1]1[CH2:2][CH2:3][CH:4]([CH:7]([c:9]2[cH:10][cH:11][c:12]([C:13](=[O:14])[O:15][CH3:16])[cH:17][cH:18]2)[NH:32][c:29]2[cH:28][cH:27][c:26](-[n:24]3[n:23][cH:22][c:21]([C:20]([F:19])([F:33])[F:34])[cH:25]3)[n:31][cH:30]2)[CH2:5][CH2:6]1.